Dataset: the Open Reaction Database (ORD), a public repository of structured organic reaction records. Task: describe an organic reaction: reactants, conditions, products, and yield Yields the product CC(C)N1CCC(Oc2ccc3[nH]c(C(=O)N4CCOCC4)cc3c2)CC1. Starting materials: C1COCCN1, CC(C)N1CCC(Oc2ccc3[nH]c(C(=O)O)cc3c2)CC1, Cl, CC(C)N1CCC(Oc2ccc3[nH]c(C(=O)N4CCC(F)(F)CC4)cc3c2)CC1, FC1CCCCN1F. Reaction SMILES: [CH2:61]1[NH:62][CH2:63][CH2:64][O:65][CH2:66]1.[CH:39]([N:40]1[CH2:41][CH2:42][CH:43]([O:48][c:44]2[cH:45][c:46]3[c:47]([cH:49][cH:50]2)[nH:51][c:52]([C:53]([OH:54])=[O:55])[cH:56]3)[CH2:57][CH2:58]1)([CH3:59])[CH3:60].[ClH:30].[F:1][C:2]1([F:29])[CH2:3][CH2:4][N:5]([C:8](=[O:9])[c:10]2[nH:11][c:12]3[cH:13][cH:14][c:15]([O:19][CH:20]4[CH2:21][CH2:22][N:23]([CH:26]([CH3:27])[CH3:28])[CH2:24][CH2:25]4)[cH:16][c:17]3[cH:18]2)[CH2:6][CH2:7]1.[F:31][CH:32]1[CH2:33][CH2:34][CH2:35][CH2:36][N:37]1[F:38]>>[CH2:3]1[CH2:4][N:5]([C:8](=[O:9])[c:10]2[nH:11][c:12]3[cH:13][cH:14][c:15]([O:19][CH:20]4[CH2:21][CH2:22][N:23]([CH:26]([CH3:27])[CH3:28])[CH2:24][CH2:25]4)[cH:16][c:17]3[cH:18]2)[CH2:6][CH2:7][O:48]1. Starting materials: FC1=CC=C(C=C1)S(=O)(=O)N(C)CC(=O)OCC (Ethyl 2-(4-fluoro-N-methylphenylsulfonamido)acetate), [Li+].[OH-] (LiOH). The solvent is C1CCOC1 (THF). Conditions: time 5 hour. Yields the product FC1=CC=C(C=C1)S(=O)(=O)N(C)CC(=O)O ([(4-fluoro-benzenesulfonyl)-methyl-amino]-acetic acid). The yield is 82.4%. RXN SMILES: [F:1][C:2]1[CH:7]=[CH:6][C:5]([S:8]([N:11]([CH2:13][C:14]([O:16]CC)=[O:15])[CH3:12])(=[O:10])=[O:9])=[CH:4][CH:3]=1.[Li+].[OH-]>C1COCC1>[F:1][C:2]1[CH:3]=[CH:4][C:5]([S:8]([N:11]([CH2:13][C:14]([OH:16])=[O:15])[CH3:12])(=[O:9])=[O:10])=[CH:6][CH:7]=1 |f:1.2|. Reported procedure: Ethyl 2-(4-fluoro-N-methylphenylsulfonamido)acetate (2.27 g) was dissolved in THF (20 mL) and 0.5 N LiOH solution (20 mL) was added. The mixture was stirred at room temperature for 5 h. Solvents were evaporated and the residue was dissolved in water, filtered and acidified with hydrochloric acid. The white solid was filtered to give [(4-fluoro-benzenesulfonyl)-methyl-amino]-acetic acid (1.68 g). LRMS calcd for C9H10FNO4S (m/e) 247.0; obsd 246.1 (ES−).